From a dataset of the Open Reaction Database (ORD), a public repository of structured organic reaction records. describe an organic reaction: reactants, conditions, products, and yield The reactants are C(C)(C)(C)C1=CC(=C(C=C1)C=1N([C@@H]([C@@H](N1)C1=CC=C(C=C1)Cl)C1=CC=C(C=C1)Cl)C(=O)Cl)OCC ((4S,5R)-2-(4-tert-butyl-2-ethoxy-phenyl)-4,5-bis-(4-chloro-phenyl)-4,5-dihydro-imidazole-1-carbonyl chloride), N1CCNC(CC1)=O ([1,4]diazepan-5-one). Product: Cl.C(C)(C)(C)C1=CC(=C(C=C1)C=1N([C@@H]([C@@H](N1)C1=CC=C(C=C1)Cl)C1=CC=C(C=C1)Cl)C(=O)N1CCNC(CC1)=O)OCC (1-[(4S,5R)-2-(4-tert-Butyl-2-ethoxy-phenyl)-4,5-bis-(4-chloro-phenyl)-4,5-dihydro-imidazole-1-carbonyl]-[1,4]diazepan-5-one hydrochloride). RXN SMILES: [C:1]([C:5]1[CH:10]=[CH:9][C:8]([C:11]2[N:12]([C:30](Cl)=[O:31])[C@H:13]([C:23]3[CH:28]=[CH:27][C:26]([Cl:29])=[CH:25][CH:24]=3)[C@H:14]([C:16]3[CH:21]=[CH:20][C:19]([Cl:22])=[CH:18][CH:17]=3)[N:15]=2)=[C:7]([O:33][CH2:34][CH3:35])[CH:6]=1)([CH3:4])([CH3:3])[CH3:2].[NH:36]1[CH2:42][CH2:41][C:40](=[O:43])[NH:39][CH2:38][CH2:37]1>>[ClH:22].[C:1]([C:5]1[CH:10]=[CH:9][C:8]([C:11]2[N:12]([C:30]([N:36]3[CH2:42][CH2:41][C:40](=[O:43])[NH:39][CH2:38][CH2:37]3)=[O:31])[C@H:13]([C:23]3[CH:24]=[CH:25][C:26]([Cl:29])=[CH:27][CH:28]=3)[C@H:14]([C:16]3[CH:17]=[CH:18][C:19]([Cl:22])=[CH:20][CH:21]=3)[N:15]=2)=[C:7]([O:33][CH2:34][CH3:35])[CH:6]=1)([CH3:4])([CH3:2])[CH3:3] |f:2.3|. Procedure: 1-[(4S,5R)-2-(4-tert-Butyl-2-ethoxy-phenyl)-4,5-bis-(4-chloro-phenyl)-4,5-dihydro-imidazole-1-carbonyl]-[1,4]diazepan-5-one hydrochloride was prepared from (4S,5R)-2-(4-tert-butyl-2-ethoxy-phenyl)-4,5-bis-(4-chloro-phenyl)-4,5-dihydro-imidazole-1-carbonyl chloride (example 11) and [1,4]diazepan-5-one (Oakwood Products) in an analogous manner as described in example 25. LR-MS: 607.4 [(M+H)+] Starting materials: CCCCC12CCc3c(ccc(OCOC)c3Br)C1=C(Br)C(=O)C2, C[Sn](C)(C)C, CN(C)C=O, [Cl-], [Li+], Cl[Pd]Cl, c1ccc(P(c2ccccc2)c2ccccc2)cc1, c1ccc(P(c2ccccc2)c2ccccc2)cc1, c1ccc(P(c2ccccc2)c2ccccc2)cc1. Yields the product CCCCC12CCc3c(ccc(OCOC)c3Br)C1=C(C)C(=O)C2. RXN SMILES: [Br:1][C:2]1=[C:6]2[C:5]([CH2:20][CH2:21][CH2:22][CH3:23])([CH2:4][C:3]1=[O:24])[CH2:14][CH2:13][c:12]1[c:7]2[cH:8][cH:9][c:10]([O:16][CH2:17][O:18][CH3:19])[c:11]1[Br:15].[CH3:25][Sn:26]([CH3:27])([CH3:28])[CH3:29].[CH3:51][N:52]([CH3:53])[CH:54]=[O:55].[Cl-:31].[Li+:30].[Pd:56]([Cl:57])[Cl:58].[c:32]1([P:33]([c:34]2[cH:35][cH:36][cH:37][cH:38][cH:39]2)[c:40]2[cH:41][cH:42][cH:43][cH:44][cH:45]2)[cH:46][cH:47][cH:48][cH:49][cH:50]1.[c:59]1([P:60]([c:61]2[cH:62][cH:63][cH:64][cH:65][cH:66]2)[c:67]2[cH:68][cH:69][cH:70][cH:71][cH:72]2)[cH:73][cH:74][cH:75][cH:76][cH:77]1.[c:78]1([P:79]([c:80]2[cH:81][cH:82][cH:83][cH:84][cH:85]2)[c:86]2[cH:87][cH:88][cH:89][cH:90][cH:91]2)[cH:92][cH:93][cH:94][cH:95][cH:96]1>>[C:2]1([CH3:25])=[C:6]2[C:5]([CH2:20][CH2:21][CH2:22][CH3:23])([CH2:4][C:3]1=[O:24])[CH2:14][CH2:13][c:12]1[c:7]2[cH:8][cH:9][c:10]([O:16][CH2:17][O:18][CH3:19])[c:11]1[Br:15]. Yields the product C(C1=CC=CC=C1)(=O)C=1C(NC2=C(C=C(C=C2C1O)Cl)Cl)=O (3-benzoyl-6,8-dichloro-4-hydroxy-2-quinolone). Solvent: O (water). Reactants: C(C1=CC=CC=C1)(=O)Cl (Benzoyl chloride), [Cl-].[Al+3].[Cl-].[Cl-] (aluminum chloride), [N+](=O)([O-])C1=CC=CC=C1 (nitrobenzene), ClC=1C=C2C(=CC(NC2=C(C1)Cl)=O)O (6,8-dichloro-4-hydroxy-2-quinolone), Cl (hydrochloric acid). RXN SMILES: [C:1](Cl)(=[O:8])[C:2]1[CH:7]=[CH:6][CH:5]=[CH:4][CH:3]=1.[Cl-].[Al+3].[Cl-].[Cl-].[N+](C1C=CC=CC=1)([O-])=O.[Cl:23][C:24]1[CH:25]=[C:26]2[C:31](=[C:32]([Cl:34])[CH:33]=1)[NH:30][C:29](=[O:35])[CH:28]=[C:27]2[OH:36].Cl>O>[C:1]([C:28]1[C:29](=[O:35])[NH:30][C:31]2[C:26]([C:27]=1[OH:36])=[CH:25][C:24]([Cl:23])=[CH:33][C:32]=2[Cl:34])(=[O:8])[C:2]1[CH:7]=[CH:6][CH:5]=[CH:4][CH:3]=1 |f:1.2.3.4|. Procedure: Benzoyl chloride (0.93 gram) is added to a mixture of 1.5 grams of anhydrous aluminum chloride and 10 ml of nitrobenzene, the mixture is stirred at room temperature until it becomes uniform, stirred at 105° to 110° C. for eight hours with 1.26 grams of 6,8-dichloro-4-hydroxy-2-quinolone, decomposed with concentrated hydrochloric acid, small amount of water is added thereto, and crystals separated out therefrom are collected by filtration. The crystals are washed with water and then washed with m... Isolated yield 65.6%. The reactants are S(=O)(=O)(C1=CC=C(C)C=C1)OC(CCCCOC1OCCCC1)CCCC=1C=NC=CC1 (5-tosyloxy-8-(3-pyridyl)-1-(2-tetrahydropyranyloxy)-octane), SCC(=O)OCC (ethyl 2-mercaptoacetate), CC(C)([O-])C.[K+] (potassium t-butoxide), O (water). The solvent is CN(C=O)C (dimethylformamide), CN(C=O)C (dimethylformamide), O1CCCC1 (tetrahydrofuran). Conditions: time 30 minute. Product: O1C(CCCC1)OCCCCC(SCC(=O)OCC)CCCC=1C=NC=CC1 (ethyl 8-(2-tetrahydropyranyloxy)-4-[3-(3-pyridyl)propyl]-3-thia-octanoate). As a reaction SMILES: [SH:1][CH2:2][C:3]([O:5][CH2:6][CH3:7])=[O:4].CC(C)([O-])C.[K+].S(O[CH:25]([CH2:37][CH2:38][CH2:39][C:40]1[CH:41]=[N:42][CH:43]=[CH:44][CH:45]=1)[CH2:26][CH2:27][CH2:28][CH2:29][O:30][CH:31]1[CH2:36][CH2:35][CH2:34][CH2:33][O:32]1)(C1C=CC(C)=CC=1)(=O)=O.O>CN(C)C=O.O1CCCC1>[O:32]1[CH2:33][CH2:34][CH2:35][CH2:36][CH:31]1[O:30][CH2:29][CH2:28][CH2:27][CH2:26][CH:25]([CH2:37][CH2:38][CH2:39][C:40]1[CH:41]=[N:42][CH:43]=[CH:44][CH:45]=1)[S:1][CH2:2][C:3]([O:5][CH2:6][CH3:7])=[O:4] |f:1.2|. Procedure details: To a solution of 0.125 ml (1.1 mmol) ethyl 2-mercaptoacetate in 2.4 ml dimethylformamide is added 0.68 ml (1.1 mmol) of 1.61M potassium t-butoxide in tetrahydrofuran. The solution is stirred at room temperature for 30 min and then a solution of 0.402 g (0.87 mmol) 5-tosyloxy-8-(3-pyridyl)-1-(2-tetrahydropyranyloxy)-octane in 1 ml dimethylformamide is added. The mixture is stirred at room temperature for 18 h, poured into water and then extracted with ethyl acetate. The organic phase is washed wi...